The task is: describe an organic reaction: reactants, conditions, products, and yield. This data is from the Open Reaction Database (ORD), a public repository of structured organic reaction records. Starting materials: Cl (hydrogen chloride), ClC1=CC(=C(C=C1)[C@@H]1N(CC[C@@H](C1)C(CC(=O)OCC)=O)C(=O)OC)F (Cis-methyl 2-(4-chloro-2-fluorophenyl)-4-(3-ethoxy-3-oxopropanoyl)piperidine-1-carboxylate), NO (Hydroxylamine), [OH-].[Na+] (Sodium hydroxide). Run in CO (MeOH). Run at temperature -40 celsius, time 20 minute. Product: ClC1=CC(=C(C=C1)[C@@H]1N(CC[C@@H](C1)C1=CC(NO1)=O)C(=O)OC)F (Cis-methyl 2-(4-chloro-2-fluorophenyl)-4-(3-oxo-2,3-dihydroisoxazol-5-yl)piperidine-1-carboxylate). Yield: 47.1%. RXN SMILES: [Cl:1][C:2]1[CH:7]=[CH:6][C:5]([C@H:8]2[CH2:13][C@@H:12]([C:14](=[O:21])[CH2:15][C:16](OCC)=[O:17])[CH2:11][CH2:10][N:9]2[C:22]([O:24][CH3:25])=[O:23])=[C:4]([F:26])[CH:3]=1.[OH-].[Na+].[NH2:29]O.Cl>CO>[Cl:1][C:2]1[CH:7]=[CH:6][C:5]([C@H:8]2[CH2:13][C@@H:12]([C:14]3[O:21][NH:29][C:16](=[O:17])[CH:15]=3)[CH2:11][CH2:10][N:9]2[C:22]([O:24][CH3:25])=[O:23])=[C:4]([F:26])[CH:3]=1 |f:1.2|. Procedure: Cis-methyl 2-(4-chloro-2-fluorophenyl)-4-(3-ethoxy-3-oxopropanoyl)piperidine-1-carboxylate (2.31 g, 5.99 mmol) was dissolved in MeOH (24 mL) and cooled to −40° C. under nitrogen. Sodium hydroxide (1.761 mL, 5.99 mmol) was added during 10 min and the yellow solution continued to stir at −40° C. for 20 min. Hydroxylamine (50% by weight in water, 0.367 mL, 5.99 mmol) was added during 8 min. The resulting solution was stirred at −40° C. for 3 h. The mixture was then rapidly poured into a prewarmed (... Reactants: ClC(Cl)Cl, O, OCc1cccc(-c2ccco2)n1. The product is O=Cc1cccc(-c2ccco2)n1. RXN SMILES: [CH:14]([Cl:15])([Cl:16])[Cl:17].[OH2:18].[o:1]1[c:2](-[c:6]2[cH:7][cH:8][cH:9][c:10]([CH2:12][OH:13])[n:11]2)[cH:3][cH:4][cH:5]1>>[o:1]1[c:2](-[c:6]2[cH:7][cH:8][cH:9][c:10]([CH:12]=[O:13])[n:11]2)[cH:3][cH:4][cH:5]1. Reactants: FC1=CC(=C(C=C1C(C)C)C1=C(C=C(C=C1)C(F)(F)F)C(C#N)NCC1=CC=C(C=C1)OC)OC ([4′-fluoro-5′-isopropyl-2′-methoxy-4-(trifluoromethyl)biphenyl-2-yl][(4-methoxybenzyl)amino]acetonitrile), solution, [H-].[H-].[H-].[H-].[Li+].[Al+3] (LiAlH4), C1CCOC1 (THF). The product is FC1=CC(=C(C=C1C(C)C)C1=C(C=C(C=C1)C(F)(F)F)C1CNC(N1CC1=CC=C(C=C1)OC)=O)OC (5-[4′-fluoro-5′-isopropyl-2′-methoxy-4-(trifluoromethyl)biphenyl-2-yl]-1-(4-methoxybenzyl)imidazolidin-2-one). Reported procedure: To a 0° C. solution of 100 mg of [4′-fluoro-5′-isopropyl-2′-methoxy-4-(trifluoromethyl)biphenyl-2-yl][(4-methoxybenzyl)amino]acetonitrile in 4 mL of THF was added 620 μL of a 1 M solution of LiAlH4 in Et2O. The cooling bath was removed and the mixture was stirred for 45 min at r.t. The mixture was recooled to 0° C. and carefully quenched by dropwise addition of 24 μL of water, 24 μL of 15% aqueous NaOH solution, and 60 μL of water. The solids were filtered, washing liberally with Et2O, and the f... Run in CCOCC (Et2O). Run at time 45 minute. RXN SMILES: [F:1][C:2]1[C:7]([CH:8]([CH3:10])[CH3:9])=[CH:6][C:5]([C:11]2[CH:16]=[CH:15][C:14]([C:17]([F:20])([F:19])[F:18])=[CH:13][C:12]=2[CH:21]([NH:24][CH2:25][C:26]2[CH:31]=[CH:30][C:29]([O:32][CH3:33])=[CH:28][CH:27]=2)[C:22]#[N:23])=[C:4]([O:34][CH3:35])[CH:3]=1.[H-].[H-].[H-].[H-].[Li+].[Al+3].C1C[O:45][CH2:44]C1>CCOCC>[F:1][C:2]1[C:7]([CH:8]([CH3:10])[CH3:9])=[CH:6][C:5]([C:11]2[CH:16]=[CH:15][C:14]([C:17]([F:20])([F:19])[F:18])=[CH:13][C:12]=2[CH:21]2[N:24]([CH2:25][C:26]3[CH:27]=[CH:28][C:29]([O:32][CH3:33])=[CH:30][CH:31]=3)[C:44](=[O:45])[NH:23][CH2:22]2)=[C:4]([O:34][CH3:35])[CH:3]=1 |f:1.2.3.4.5.6|. Starting materials: COC=1C=CC2=C(N=C(O2)C=2C=CC(=NC2)N(C)C)C1 (5-(5-methoxy-1,3-benzoxazol-2-yl)-N,N-dimethylpyridin-2-amine), B(Br)(Br)Br (BBr3), C(=O)(O)[O-].[Na+] (NaHCO3). Run in ClCCl (dichloromethane), ClCCl (dichloromethane), ClCCl (dichloromethane). Run at temperature 0 celsius, time 1 hour. Yields the product CN(C1=CC=C(C=N1)C=1OC2=C(N1)C=C(C=C2)O)C (2-[6-(Dimethylamino)pyridin-3-yl]-1,3-benzoxazol-5-ol). Yield: 23.7%. RXN SMILES: C[O:2][C:3]1[CH:4]=[CH:5][C:6]2[O:10][C:9]([C:11]3[CH:12]=[CH:13][C:14]([N:17]([CH3:19])[CH3:18])=[N:15][CH:16]=3)=[N:8][C:7]=2[CH:20]=1.B(Br)(Br)Br.C([O-])(O)=O.[Na+]>ClCCl>[CH3:18][N:17]([CH3:19])[C:14]1[N:15]=[CH:16][C:11]([C:9]2[O:10][C:6]3[CH:5]=[CH:4][C:3]([OH:2])=[CH:20][C:7]=3[N:8]=2)=[CH:12][CH:13]=1 |f:2.3|. Procedure: To a solution of 5-(5-methoxy-1,3-benzoxazol-2-yl)-N,N-dimethylpyridin-2-amine (0.368 mmol) in dichloromethane (2.0 mL) was added BBr3 in dichloromethane (1.84 mmol) at 0° C. under an atmosphere of argon and the reaction stirred for 1 h at 0° C. The reaction mixture was neutralized with NaHCO3 (sat. aq.) and dichloromethane was added. The layers were separated and the aqueous phase was extracted with dichloromethane (4×). The combined organic phases were dried (MgSO4), filtered and the solvents ... Reactants: CSc1ccc(N)cc1, O=Cc1ccc(Cl)cc1. Yields the product CSc1ccc(N=Cc2ccc(Cl)cc2)cc1. RXN SMILES: [CH3:10][S:11][c:12]1[cH:13][cH:14][c:15]([NH2:16])[cH:17][cH:18]1.[Cl:1][c:2]1[cH:3][cH:4][c:5]([CH:6]=[O:7])[cH:8][cH:9]1>>[Cl:1][c:2]1[cH:3][cH:4][c:5]([CH:6]=[N:16][c:15]2[cH:14][cH:13][c:12]([S:11][CH3:10])[cH:18][cH:17]2)[cH:8][cH:9]1. As a reaction SMILES: [CH3:1][O:2][C:3](=[O:4])[c:5]1[c:6]([NH:27][c:28]2[c:29]([F:38])[cH:30][c:31]([Si:34]([CH3:35])([CH3:36])[CH3:37])[cH:32][cH:33]2)[c:7]2[cH:8][n:9][cH:10][cH:11][c:12]2[n:13]1[CH2:14][CH2:15][O:16][Si:17]([CH:18]([CH3:19])[CH3:20])([CH:21]([CH3:22])[CH3:23])[CH:24]([CH3:25])[CH3:26].[Cl:41][CH2:42][Cl:43].[I:39][Cl:40]>>[CH3:1][O:2][C:3](=[O:4])[c:5]1[c:6]([NH:27][c:28]2[c:29]([F:38])[cH:30][c:31]([I:39])[cH:32][cH:33]2)[c:7]2[cH:8][n:9][cH:10][cH:11][c:12]2[n:13]1[CH2:14][CH2:15][O:16][Si:17]([CH:18]([CH3:19])[CH3:20])([CH:21]([CH3:22])[CH3:23])[CH:24]([CH3:25])[CH3:26]. The reactants are COC(=O)c1c(Nc2ccc([Si](C)(C)C)cc2F)c2cnccc2n1CCO[Si](C(C)C)(C(C)C)C(C)C, ClCCl, ClI. Product: COC(=O)c1c(Nc2ccc(I)cc2F)c2cnccc2n1CCO[Si](C(C)C)(C(C)C)C(C)C. The reactants are CC1(OCCO1)C1=CC(=NC=C1)CN1N=CC(=N1)N (2-[4-(2-methyl-[1,3]dioxolan-2-yl)-pyridin-2-ylmethyl]-2H-[1,2,3]triazol-4-ylamine), C1(=CC=CC=C1)C1=C(N=CO1)C(=O)O (5-phenyl-oxazole-4-carboxylic acid). Yields the product C(C)(=O)C1=CC(=NC=C1)CN1N=CC(=N1)NC(=O)C=1N=COC1C1=CC=CC=C1 (5-Phenyl-oxazole-4-carboxylic acid [2-(4-acetyl-pyridin-2-ylmethyl)-2H-[1,2,3]triazol-4-yl]-amide). As a reaction SMILES: [CH3:1][C:2]1([C:7]2[CH:12]=[CH:11][N:10]=[C:9]([CH2:13][N:14]3[N:18]=[C:17]([NH2:19])[CH:16]=[N:15]3)[CH:8]=2)[O:6]CCO1.[C:20]1([C:26]2[O:30][CH:29]=[N:28][C:27]=2[C:31](O)=[O:32])[CH:25]=[CH:24][CH:23]=[CH:22][CH:21]=1>>[C:2]([C:7]1[CH:12]=[CH:11][N:10]=[C:9]([CH2:13][N:14]2[N:18]=[C:17]([NH:19][C:31]([C:27]3[N:28]=[CH:29][O:30][C:26]=3[C:20]3[CH:21]=[CH:22][CH:23]=[CH:24][CH:25]=3)=[O:32])[CH:16]=[N:15]2)[CH:8]=1)(=[O:6])[CH3:1]. Procedure details: Following general procedure A followed by N, starting from 2-[4-(2-methyl-[1,3]dioxolan-2-yl)-pyridin-2-ylmethyl]-2H-[1,2,3]triazol-4-ylamine and 5-phenyl-oxazole-4-carboxylic acid.